Dataset: the Open Reaction Database (ORD), a public repository of structured organic reaction records. Task: describe an organic reaction: reactants, conditions, products, and yield The reactants are C(=O)([O-])[O-].[K+].[K+] (K2CO3), C(C1=CC=CC=C1)Cl (benzylchloride), FC1=C(C=CC=C1)N1N=C(C(=C1)O)C(=O)OCC (ethyl 1-(2-fluorophenyl)-4-hydroxypyrazole-3-carboxylate). Run in CN(C)C=O (DMF), CCOC(=O)C (EtOAc). Reaction conditions: time 8 hour. Product: C(C1=CC=CC=C1)OC=1C(=NN(C1)C1=C(C=CC=C1)F)C(=O)OCC (Ethyl 4-benzyloxy-1-(2-fluorophenyl)pyrazole-3-carboxylate). Reaction SMILES: C([O-])([O-])=O.[K+].[K+].[CH2:7](Cl)[C:8]1[CH:13]=[CH:12][CH:11]=[CH:10][CH:9]=1.[F:15][C:16]1[CH:21]=[CH:20][CH:19]=[CH:18][C:17]=1[N:22]1[CH:26]=[C:25]([OH:27])[C:24]([C:28]([O:30][CH2:31][CH3:32])=[O:29])=[N:23]1>CN(C=O)C.CCOC(C)=O>[CH2:7]([O:27][C:25]1[C:24]([C:28]([O:30][CH2:31][CH3:32])=[O:29])=[N:23][N:22]([C:17]2[CH:18]=[CH:19][CH:20]=[CH:21][C:16]=2[F:15])[CH:26]=1)[C:8]1[CH:13]=[CH:12][CH:11]=[CH:10][CH:9]=1 |f:0.1.2|. Procedure: K2CO3 (2.00 g) and benzylchloride (1.2 mL) were added to a solution of ethyl 1-(2-fluorophenyl)-4-hydroxypyrazole-3-carboxylate (2.47 g) in anhydrous DMF (20 mL) at room temperature, and the mixture was stirred overnight. The mixture was diluted with EtOAc and washed with H2O, sat. NaHCO3 and brine. The organic layer was dried over anhydrous magnesium sulfate and concentrated in vacuo. The residue was purified by flash chromatography on silica gel (EtOAc/hexane 1/19, 1/9, 1/4 and 1/2) to yield 3...